This data is from the Open Reaction Database (ORD), a public repository of structured organic reaction records. The task is: describe an organic reaction: reactants, conditions, products, and yield The reactants are NC=1C(=NC(=CC1)Br)C(=O)OCC (ethyl 3-amino-6-bromopicolinate), O1C(=CC=C1)B(O)O (furan-2-ylboronic acid). Product: NC=1C(=NC(=CC1)C1COCC1)C(=O)OCC (Ethyl 3-amino-6-(tetrahydrofuran-3-yl)picolinate). RXN SMILES: [NH2:1][C:2]1[C:3]([C:9]([O:11][CH2:12][CH3:13])=[O:10])=[N:4][C:5](Br)=[CH:6][CH:7]=1.[O:14]1[CH:18]=[CH:17][CH:16]=[C:15]1B(O)O>>[NH2:1][C:2]1[C:3]([C:9]([O:11][CH2:12][CH3:13])=[O:10])=[N:4][C:5]([CH:16]2[CH2:17][CH2:18][O:14][CH2:15]2)=[CH:6][CH:7]=1. Procedure details: According to step 1 and 2 of example 96, the title compound was prepared starting from ethyl 3-amino-6-bromopicolinate and furan-2-ylboronic acid. Light yellow solid. Starting materials: BrCc1ccccc1, CS(C)=O, C[O-], [Na+], O, Oc1cccc2c1CC=CC2. Yields the product C1=CCc2c(cccc2OCc2ccccc2)C1. Reaction SMILES: [Br:19][CH2:20][c:21]1[cH:22][cH:23][cH:24][cH:25][cH:26]1.[CH3:12][S:13]([CH3:14])=[O:15].[CH3:16][O-:17].[Na+:18].[OH2:27].[c:1]1([OH:11])[cH:2][cH:3][cH:4][c:5]2[c:10]1[CH2:9][CH:8]=[CH:7][CH2:6]2>>[c:1]1([O:11][CH2:20][c:21]2[cH:22][cH:23][cH:24][cH:25][cH:26]2)[cH:2][cH:3][cH:4][c:5]2[c:10]1[CH2:9][CH:8]=[CH:7][CH2:6]2. Starting materials: Cl.NC1=CC=NN1C (5-Amino-1-methyl pyrazole hydrochloride), C(C)(=O)N1C=NC(C1)=O (1-acetyl-2-imidazolinone), product. Yields the product C(C)(=O)N1C(=NCC1)NC1=CC=NN1C (1-Acetyl-2(1-methyl-5-pyrazolyl) amino-2-imidazoline). RXN SMILES: Cl.[NH2:2][C:3]1[N:7]([CH3:8])[N:6]=[CH:5][CH:4]=1.[C:9]([N:12]1[CH2:16][C:15](=O)[N:14]=[CH:13]1)(=[O:11])[CH3:10]>>[C:9]([N:12]1[CH2:16][CH2:15][N:14]=[C:13]1[NH:2][C:3]1[N:7]([CH3:8])[N:6]=[CH:5][CH:4]=1)(=[O:11])[CH3:10] |f:0.1|. Procedure: 5-Amino-1-methyl pyrazole hydrochloride (mp 143-145, from base described in Ber. 98, 3374, 1965) (40.0 g.) and 1-acetyl-2-imidazolinone (43.0 g.) were reacted as described in Example I to give 42.4 g. product mp 158°-166° (crystallized from CH3CN) Yields the product CCC(C)(CN(C)C)c1cccc(-c2ccnc3[nH]ncc23)c1. The reactants are CC[SiH](CC)CC, CCC(C)(CN(C)C)c1cccc(-c2ccnc3c2cnn3C(c2ccccc2)(c2ccccc2)c2ccccc2)c1, CCCCC, ClCCl, O=C(O)C(F)(F)F. RXN SMILES: [CH2:43]([SiH:44]([CH2:45][CH3:46])[CH2:47][CH3:48])[CH3:49].[CH3:1][N:2]([CH2:3][C:4]([CH2:5][CH3:6])([c:7]1[cH:8][c:9](-[c:13]2[c:14]3[c:15]([n:16][cH:17][cH:18]2)[n:19]([C:22]([c:23]2[cH:24][cH:25][cH:26][cH:27][cH:28]2)([c:29]2[cH:30][cH:31][cH:32][cH:33][cH:34]2)[c:35]2[cH:36][cH:37][cH:38][cH:39][cH:40]2)[n:20][cH:21]3)[cH:10][cH:11][cH:12]1)[CH3:41])[CH3:42].[CH3:57][CH2:58][CH2:59][CH2:60][CH3:61].[Cl:62][CH2:63][Cl:64].[F:50][C:51]([F:52])([F:53])[C:54]([OH:55])=[O:56]>>[CH3:1][N:2]([CH2:3][C:4]([CH2:5][CH3:6])([c:7]1[cH:8][c:9](-[c:13]2[c:14]3[c:15]([n:16][cH:17][cH:18]2)[nH:19][n:20][cH:21]3)[cH:10][cH:11][cH:12]1)[CH3:41])[CH3:42]. Reactants: CC(C)n1cccn1, [K+], O=[N+]([O-])[O-], O. The product is CC(C)n1cc([N+](=O)[O-])cn1. As a reaction SMILES: [CH:1]([CH3:2])([CH3:3])[n:4]1[n:5][cH:6][cH:7][cH:8]1.[K+:13].[N+:9](=[O:10])([O-:11])[O-:12].[OH2:14]>>[CH:1]([CH3:2])([CH3:3])[n:4]1[n:5][cH:6][c:7]([N+:9](=[O:10])[O-:11])[cH:8]1. The reactants are COc1ccc(CN)c(OC)c1, CCOC(C)=O, CS(C)=O, Cc1ccc2nc(Cl)cnc2c1. The product is COc1ccc(CNc2cnc3cc(C)ccc3n2)c(OC)c1. Reaction SMILES: [CH3:13][O:14][c:15]1[c:16]([CH2:23][NH2:24])[cH:17][cH:18][c:19]([O:21][CH3:22])[cH:20]1.[CH3:25][CH2:26][O:27][C:28]([CH3:29])=[O:30].[CH3:31][S:32]([CH3:33])=[O:34].[Cl:1][c:2]1[n:3][c:4]2[cH:5][cH:6][c:7]([CH3:12])[cH:8][c:9]2[n:10][cH:11]1>>[c:2]1([NH:24][CH2:23][c:16]2[c:15]([O:14][CH3:13])[cH:20][c:19]([O:21][CH3:22])[cH:18][cH:17]2)[n:3][c:4]2[cH:5][cH:6][c:7]([CH3:12])[cH:8][c:9]2[n:10][cH:11]1. As a reaction SMILES: [CH3:38][OH:39].[Cl:2][c:3]1[cH:4][c:5]([N:9]2[CH2:10][CH2:11][N:12]([CH2:15][CH2:16][CH2:17][NH:18][C:19]([c:20]3[cH:21][cH:22][cH:23][cH:24][cH:25]3)([c:26]3[cH:27][cH:28][cH:29][cH:30][cH:31]3)[c:32]3[cH:33][cH:34][cH:35][cH:36][cH:37]3)[CH2:13][CH2:14]2)[cH:6][cH:7][cH:8]1.[ClH:1].[OH2:40]>>[Cl:2][c:3]1[cH:4][c:5]([N:9]2[CH2:10][CH2:11][N:12]([CH2:15][CH2:16][CH2:17][NH2:18])[CH2:13][CH2:14]2)[cH:6][cH:7][cH:8]1. Product: NCCCN1CCN(c2cccc(Cl)c2)CC1. Starting materials: CO, Clc1cccc(N2CCN(CCCNC(c3ccccc3)(c3ccccc3)c3ccccc3)CC2)c1, Cl, O.